This data is from the Open Reaction Database (ORD), a public repository of structured organic reaction records. The task is: describe an organic reaction: reactants, conditions, products, and yield Reactants: N1C(CCC1)=O (pyrrolidin-2-one), BrCC1=CC=C(C=N1)C=1C=C(C=C(C1)C)NC1=NC=CC(=N1)C(F)(F)F (N-{3-[6-(bromomethyl)pyridin-3-yl]-5-methylphenyl}-4-(trifluoromethyl)pyrimidin-2-amine), [Li]CCCC (n-BuLi), C(C)(C)NC(C)C (diisopropylamine). The solvent is C1CCOC1 (THF), C1CCOC1 (THF), C1CCOC1 (THF). Run at temperature -40 celsius, time 1 hour. Yields the product CC=1C=C(C=C(C1)NC1=NC=CC(=N1)C(F)(F)F)C=1C=CC(=NC1)CN1C(CCC1)=O (1-{[5-(3-methyl-5-{[4-(trifluoromethyl)pyrimidin-2-yl]amino}phenyl)pyridin-2-yl]methyl}pyrrolidin-2-on). As a reaction SMILES: [Li]CCCC.C(NC(C)C)(C)C.[NH:13]1[CH2:17][CH2:16][CH2:15][C:14]1=[O:18].Br[CH2:20][C:21]1[N:26]=[CH:25][C:24]([C:27]2[CH:28]=[C:29]([NH:34][C:35]3[N:40]=[C:39]([C:41]([F:44])([F:43])[F:42])[CH:38]=[CH:37][N:36]=3)[CH:30]=[C:31]([CH3:33])[CH:32]=2)=[CH:23][CH:22]=1>C1COCC1>[CH3:33][C:31]1[CH:32]=[C:27]([C:24]2[CH:23]=[CH:22][C:21]([CH2:20][N:13]3[CH2:17][CH2:16][CH2:15][C:14]3=[O:18])=[N:26][CH:25]=2)[CH:28]=[C:29]([NH:34][C:35]2[N:40]=[C:39]([C:41]([F:44])([F:42])[F:43])[CH:38]=[CH:37][N:36]=2)[CH:30]=1. Procedure: n-BuLi (1.6 M, 303 μL, 0.484 mmol) was added to diisopropylamine (67.3 μL, 0.473 mmol) in THF (394 μL) at −78° C. The reaction was warmed to −40° C. and was stirred for 1 hour. The reaction mixture was cooled back to −78° C. and a solution of pyrrolidin-2-one (15.1 mg, 0.177 mmol) in THF (100 μL) was added dropwise. The reaction mixture was warmed to −40° C. and stirred for 1 hour. The reaction mixture was cooled back to −78° C. and a solution of N-{3-[6-(bromomethyl)pyridin-3-yl]-5-methylphenyl...